Task: describe an organic reaction: reactants, conditions, products, and yield. Dataset: the Open Reaction Database (ORD), a public repository of structured organic reaction records Starting materials: ClCCl (dichloromethane), [Cl-].OCC[N+]1(CCCC1)C (N-hydroxyethyl-N-methylpyrrolidinium chloride), F[B-](F)(F)F.[Na+] (sodium tetrafluoroborate), [Cl-].[Na+] (sodium chloride). Solvent: O (water), CC(=O)C (acetone). Reaction conditions: temperature 25 celsius, time 48 hour. The product is F[B-](F)(F)F.OCC[N+]1(CCCC1)C (N-hydroxyethyl-N-methylpyrrolidinium tetrafluoroborate). As a reaction SMILES: [Cl-].[OH:2][CH2:3][CH2:4][N+:5]1([CH3:10])[CH2:9][CH2:8][CH2:7][CH2:6]1.[F:11][B-:12]([F:15])([F:14])[F:13].[Na+].[Cl-].[Na+].ClCCl>CC(C)=O.O>[F:11][B-:12]([F:15])([F:14])[F:13].[OH:2][CH2:3][CH2:4][N+:5]1([CH3:10])[CH2:9][CH2:8][CH2:7][CH2:6]1 |f:0.1,2.3,4.5,9.10|. Reported procedure: Subsequently, about 36.9 g (0.3 mol) of the obtained N-hydroxyethyl-N-methylpyrrolidinium chloride and about 32.3 g (0.3 mol) of sodium tetrafluoroborate were dissolved in about 200 mL of acetone, and were then stirred at a temperature of about 25° C. and a pressure of about 1 atm for about 48 hours under a nitrogen atmosphere to form a mixed solution containing sodium chloride. The mixed solution was filtered by a filter paper to remove sodium chloride therefrom to obtain a liquid. Then, the ob... The reactants are ClC1=C(C#N)C=CC(=N1)C(F)(F)F (2-chloro-6-trifluoromethyl-nicotinonitrile), N1CCCC1 (pyrrolidine). Product: N1(CCCC1)C1=C(C#N)C=CC(=N1)C(F)(F)F (2-Pyrrolidin-1-yl-6-trifluoromethyl-nicotinonitrile). Yield: 67.0%. As a reaction SMILES: Cl[C:2]1[N:9]=[C:8]([C:10]([F:13])([F:12])[F:11])[CH:7]=[CH:6][C:3]=1[C:4]#[N:5].[NH:14]1[CH2:18][CH2:17][CH2:16][CH2:15]1>>[N:14]1([C:2]2[N:9]=[C:8]([C:10]([F:13])([F:12])[F:11])[CH:7]=[CH:6][C:3]=2[C:4]#[N:5])[CH2:18][CH2:17][CH2:16][CH2:15]1. Procedure details: Prepared in 67% yield from 2-chloro-6-trifluoromethyl-nicotinonitrile and pyrrolidine according to the procedure described for Example 178A. MS (ESI+) m/z 242.9 (M+H)+; 1H NMR (DMSO-d6) δ 1.92-1.97 (m, 4H), 3.67-3.72 (m, 4H), 7.07 (d, J=7.8 Hz, 1H), 8.22 (d, J=7.8 Hz, 1H). The reactants are C(C1=CC=CC=C1)N1CC=2N=CN=C(C2CC1)NC1=CC(=C(C=C1)C)C=1N=CC2=CC=CC=C2C1 (7-benzyl-N-(3-(isoquinolin-3-yl)-4-methylphenyl)-5,6,7,8-tetrahydropyrido[3,4-d]pyrimidin-4-amine), CCN(C(C)C)C(C)C (DIEA), C(OC(C)Cl)(=O)Cl (1-chloroethyl carbonochloridate). The solvent is ClC(C)Cl (dichloroethane). Run at temperature 90 celsius, time 12 hour. The product is C1=NC(=CC2=CC=CC=C12)C=1C=C(C=CC1C)NC=1C2=C(N=CN1)CNCC2 (N-(3-(isoquinolin-3-yl)-4-methylphenyl)-5,6,7,8-tetrahydropyrido[3,4-d]pyrimidin-4-amine). RXN SMILES: C([N:8]1[CH2:17][CH2:16][C:15]2[C:14]([NH:18][C:19]3[CH:24]=[CH:23][C:22]([CH3:25])=[C:21]([C:26]4[N:27]=[CH:28][C:29]5[C:34]([CH:35]=4)=[CH:33][CH:32]=[CH:31][CH:30]=5)[CH:20]=3)=[N:13][CH:12]=[N:11][C:10]=2[CH2:9]1)C1C=CC=CC=1.CCN(C(C)C)C(C)C.C(Cl)(=O)OC(Cl)C>ClC(Cl)C>[CH:28]1[C:29]2[C:34](=[CH:33][CH:32]=[CH:31][CH:30]=2)[CH:35]=[C:26]([C:21]2[CH:20]=[C:19]([NH:18][C:14]3[C:15]4[CH2:16][CH2:17][NH:8][CH2:9][C:10]=4[N:11]=[CH:12][N:13]=3)[CH:24]=[CH:23][C:22]=2[CH3:25])[N:27]=1. Procedure details: To a solution of 7-benzyl-N-(3-(isoquinolin-3-yl)-4-methylphenyl)-5,6,7,8-tetrahydropyrido[3,4-d]pyrimidin-4-amine (500 mg, 1.09 mmol) in dichloroethane (14 ml) is added DIEA (284 mg, 2.2 mmol) and 1-chloroethyl carbonochloridate (313 mg, 2.2 mmol). The reaction mixture is stirred at 90° C. for 12 hours, and cooled. The solvent is removed by rotary evaporation. The residue is redissolved in methanol (20 ml) and stirred at room temperature for 15 hours. After concentration, the crude product is p... Starting materials: CN[C@@H]1C[C@H]2O[C@@](C)([C@@H]1OC)n1c3ccccc3c3c4c(c5c6ccccc6n2c5c31)C(=O)NC4 (staurosporine), Cc1noc(C2CC2)c1C=O. The reagents and catalysts are CC(C)[O-].CC(C)[O-].CC(C)[O-].CC(C)[O-].[Ti+4] (Ti(OiPr)4), CC(=O)O (acetic acid), CC(=O)O[BH-](OC(C)=O)OC(C)=O.[Na+] (Sodium triacetoxyborohydride). The solvent is CN1CCCC1=O (NMP), CN1CCCC1=O (NMP), CN1CCCC1=O (NMP), CN1CCCC1=O (NMP), CN1CCCC1=O (NMP), CN1CCCC1=O (NMP), CN1CCCC1=O (NMP). Conditions: temperature 22 celsius, time 18 hour. Product: CO[C@@H]1[C@@H](C[C@H]2O[C@]1(C)n3c4ccccc4c5c6CNC(=O)c6c7c8ccccc8n2c7c35)N(C)Cc9c(C)noc9C%10CC%10, CN[C@@H]1C[C@H]2O[C@@](C)([C@@H]1OC)n1c3ccccc3c3c4c(c5c6ccccc6n2c5c31)C(=O)NC4 (Staurosporine), Cc1noc(C2CC2)c1C=O.